This data is from the Open Reaction Database (ORD), a public repository of structured organic reaction records. The task is: describe an organic reaction: reactants, conditions, products, and yield The reactants are Stannous chloride dihydrate, COC=1C=C(C(=O)OC)C=CC1CC=1C2=C(SC1)C=CC(=C2)[N+](=O)[O-] (methyl 3-methoxy-4-(5-nitrobenzo[b]thien-3-ylmethyl)benzoate), C([O-])(O)=O.[Na+] (sodium bicarbonate). The solvent is C(C)O (ethanol). Yields the product NC1=CC2=C(SC=C2CC2=C(C=C(C(=O)OC)C=C2)OC)C=C1 (methyl 4-(5-aminobenzo[b]thien-3-ylmethyl)-3-methoxybenzoate). Isolated yield 54.6%. RXN SMILES: [CH3:1][O:2][C:3]1[CH:4]=[C:5]([CH:10]=[CH:11][C:12]=1[CH2:13][C:14]1[C:15]2[CH:22]=[C:21]([N+:23]([O-])=O)[CH:20]=[CH:19][C:16]=2[S:17][CH:18]=1)[C:6]([O:8][CH3:9])=[O:7].C(=O)(O)[O-].[Na+]>C(O)C>[NH2:23][C:21]1[CH:20]=[CH:19][C:16]2[S:17][CH:18]=[C:14]([CH2:13][C:12]3[CH:11]=[CH:10][C:5]([C:6]([O:8][CH3:9])=[O:7])=[CH:4][C:3]=3[O:2][CH3:1])[C:15]=2[CH:22]=1 |f:1.2|. Reported procedure: Stannous chloride dihydrate (0.38 g.) was added to a stirred solution of (I) (0.12 g.) in ethanol (5 ml.), under an atmosphere of nitrogen. The mixture was heated under reflux for 2 hours. The cooled mixture was basified with saturated aqueous sodium bicarbonate (15 ml.) and extracted with ethyl acetate (2×25 ml.). The extracts were dried (MgSO4) and evaporated. The residual oil was purified by flash chromatography on silica gel (50 ml.), eluting with 3:7 v/v ethyl acetate:hexane to give methyl ... Reactants: C1(CCCC1)C[C@H](CN(C=O)OC1OCCCC1)C(=O)NNC1=NC(=NC(=C1F)N1CCN(CC1)C)SC (((2R)-2-(Cyclopentylmethyl)-3-{2-[5-fluoro-6-(4-methyl-1-piperazinyl)-2-(methylthio)-4-pyrimidinyl]hydrazino}-3-oxopropyl)(tetrahydro-2H-pyran-2-yloxy)formamide). Run in C(C)(=O)O.O (acetic acid water). Run at time 3 day. The product is C1(CCCC1)C[C@H](CN(C=O)O)C(=O)NNC1=NC(=NC(=C1F)N1CCN(CC1)C)SC (((2R)-2-(cyclopentylmethyl)-3-{2-[5-fluoro-6-(4-methyl-1-piperazinyl)-2-(methylthio)-4-pyrimidinyl]hydrazino}-3-oxopropyl)hydroxyformamide). The yield is 65.1%. Reaction SMILES: [CH:1]1([CH2:6][C@@H:7]([C:19]([NH:21][NH:22][C:23]2[C:28]([F:29])=[C:27]([N:30]3[CH2:35][CH2:34][N:33]([CH3:36])[CH2:32][CH2:31]3)[N:26]=[C:25]([S:37][CH3:38])[N:24]=2)=[O:20])[CH2:8][N:9]([O:12]C2CCCCO2)[CH:10]=[O:11])[CH2:5][CH2:4][CH2:3][CH2:2]1>C(O)(=O)C.O>[CH:1]1([CH2:6][C@@H:7]([C:19]([NH:21][NH:22][C:23]2[C:28]([F:29])=[C:27]([N:30]3[CH2:31][CH2:32][N:33]([CH3:36])[CH2:34][CH2:35]3)[N:26]=[C:25]([S:37][CH3:38])[N:24]=2)=[O:20])[CH2:8][N:9]([OH:12])[CH:10]=[O:11])[CH2:5][CH2:4][CH2:3][CH2:2]1 |f:1.2|. Procedure details: ((2R)-2-(Cyclopentylmethyl)-3-{2-[5-fluoro-6-(4-methyl-1-piperazinyl)-2-(methylthio)-4-pyrimidinyl]hydrazino}-3-oxopropyl)(tetrahydro-2H-pyran-2-yloxy)formamide (2.5 g, 22.58 mmol) was dissolved in acetic acid/water (4:1, 1 L) and stirred at RT for 3 days. The reaction mixture was concentrated to dryness and co-evaporated with toluene (20 mL) followed by methanol (50 mL)/triethylamine (20 mL). The residue was dissolved in methanol (120 mL) and triethylamine (20 mL) and purified by Gilson HPLC (1... Starting materials: [Li+].[OH-] (LiOH), Cl (HCl), COC(=O)C1=NC=C(C=C1)O (5-hydroxy-2-pyridinecarboxylic acid methyl ester), C([O-])([O-])=O.[Cs+].[Cs+] (cesium carbonate), FC(S(=O)(=O)OCC(F)F)(F)F (2,2-difluoroethyl trifluoromethanesulfonate). Solvent: C1CCOC1 (THF), CN(C)C=O (DMF), C(C)(=O)OCC (ethyl acetate). Conditions: time 3 hour. Product: FC(COC=1C=CC(=NC1)C(=O)O)F (5-(2,2-difluoroethoxy)picolinic acid). Yield: 85.8%. Reaction SMILES: C[O:2][C:3]([C:5]1[CH:10]=[CH:9][C:8]([OH:11])=[CH:7][N:6]=1)=[O:4].C(=O)([O-])[O-].[Cs+].[Cs+].FC(F)(F)S(O[CH2:24][CH:25]([F:27])[F:26])(=O)=O.[Li+].[OH-].Cl>C(OCC)(=O)C.C1COCC1.CN(C=O)C>[F:26][CH:25]([F:27])[CH2:24][O:11][C:8]1[CH:9]=[CH:10][C:5]([C:3]([OH:2])=[O:4])=[N:6][CH:7]=1 |f:1.2.3,5.6|. Reported procedure: To a mixture of 5-hydroxy-2-pyridinecarboxylic acid methyl ester (0.253 mL, 2.122 mmol), cesium carbonate (1.11 g, 3.40 mmol) and DMF (4.25 mL) was added 2,2-difluoroethyl trifluoromethanesulfonate (0.682 mL, 3.18 mmol). The reaction was stirred at ambient temperature for 3 hrs. The reaction was partitioned between water and ethyl acetate. The organic portion was concentrated and the residue was treated with 5 mL of THF and LiOH (Aq. 2N) (3.18 mL, 6.37 mmol). The reaction was stirred at ambient ... The reactants are OC1=CC=C(OCCCCO)C=C1 (4-(4-hydroxyphenoxy)butan-1-ol), FC(OC1=CC=C(C=C1)Br)(F)F (4-(trifluoromethoxy)bromobenzene), C(=O)([O-])[O-].[K+].[K+] (K2CO3). Reaction conditions: temperature 90 celsius. The product is FC(OC1=C(OC2=CC=C(OCCCCO)C=C2)C=CC=C1)(F)F (4-(4-(trifluoromethoxyphenoxy)phenoxy]butan-1-ol). As a reaction SMILES: [OH:1][C:2]1[CH:13]=[CH:12][C:5]([O:6][CH2:7][CH2:8][CH2:9][CH2:10][OH:11])=[CH:4][CH:3]=1.[F:14][C:15]([F:25])([F:24])[O:16][C:17]1[CH:22]=[CH:21][C:20](Br)=[CH:19][CH:18]=1.C([O-])([O-])=O.[K+].[K+]>>[F:14][C:15]([F:24])([F:25])[O:16][C:17]1[CH:22]=[CH:21][CH:20]=[CH:19][C:18]=1[O:1][C:2]1[CH:3]=[CH:4][C:5]([O:6][CH2:7][CH2:8][CH2:9][CH2:10][OH:11])=[CH:12][CH:13]=1 |f:2.3.4|. Reported procedure: A mixture of 3.13 g of 4-(4-hydroxyphenoxy)butan-1-ol, 4.97 g of 4-(trifluoromethoxy)bromobenzene, and 4.75 g of K2CO3 are placed in a flask and flushed with N2 gas. To this are added 17 ml of pyridine and, after heating to 90° C., 3.42 g of CuO. The reaction mixture is heated at reflux for 2 days, and then cooled and poured into an ice/3N HCl mixture. This mixture is extracted twice with ether; and after separating, the combined ether extracts are washed with saturated NaHCO3, followed by brine... Reactants: NCC1(SCc2ccccc2)CCOCC1, CN(c1cccc2cc(C(=O)O)[nH]c12)S(=O)(=O)c1cccs1, CCN=C=NCCCN(C)C, CC#N, Cl, [Na+], C1CCOC1, O=C([O-])O, On1nnc2ccccc21. Yields the product CN(c1cccc2cc(C(=O)NCC3(SCc4ccccc4)CCOCC3)[nH]c12)S(=O)(=O)c1cccs1. RXN SMILES: [CH2:23]([c:24]1[cH:25][cH:26][cH:27][cH:28][cH:29]1)[S:30][C:31]1([CH2:37][NH2:38])[CH2:32][CH2:33][O:34][CH2:35][CH2:36]1.[CH3:1][N:2]([c:3]1[cH:4][cH:5][cH:6][c:7]2[cH:8][c:9]([C:12](=[O:13])[OH:14])[nH:10][c:11]12)[S:15](=[O:16])(=[O:17])[c:18]1[s:19][cH:20][cH:21][cH:22]1.[CH3:50][N:51]([CH3:52])[CH2:53][CH2:54][CH2:55][N:56]=[C:57]=[N:58][CH2:59][CH3:60].[CH3:66][C:67]#[N:68].[ClH:49].[Na+:61].[O:69]1[CH2:70][CH2:71][CH2:72][CH2:73]1.[OH:62][C:63](=[O:64])[O-:65].[n:39]1([OH:40])[c:41]2[cH:42][cH:43][cH:44][cH:45][c:46]2[n:47][n:48]1>>[CH3:1][N:2]([c:3]1[cH:4][cH:5][cH:6][c:7]2[cH:8][c:9]([C:12](=[O:14])[NH:38][CH2:37][C:31]3([S:30][CH2:23][c:24]4[cH:25][cH:26][cH:27][cH:28][cH:29]4)[CH2:32][CH2:33][O:34][CH2:35][CH2:36]3)[nH:10][c:11]12)[S:15](=[O:16])(=[O:17])[c:18]1[s:19][cH:20][cH:21][cH:22]1. The reactants are C(C)(=O)OCC=1C=2N(C=CC1)C(=C(N2)C)C (8-(acetoxymethyl)-2,3-dimethylimidazo[1,2-a]pyridine), SC=1NC2=C(N1)C=CC=C2 (2-mercaptobenzimidazole). The solvent is Br (hydrogen bromide), C(C)(=O)O (acetic acid). Product: CC=1N=C2N(C=CC=C2CSC2=NC3=C(N2)C=CC=C3)C1C (2-[[(2,3-dimethylimidazo[1,2-a]pyridin-8-yl)methyl]thio]-1H-benzimidazole). The yield is 106.4%. RXN SMILES: C(O[CH2:5][C:6]1[C:7]2[N:8]([C:12]([CH3:16])=[C:13]([CH3:15])[N:14]=2)[CH:9]=[CH:10][CH:11]=1)(=O)C.[SH:17][C:18]1[NH:19][C:20]2[CH:26]=[CH:25][CH:24]=[CH:23][C:21]=2[N:22]=1>Br.C(O)(=O)C>[CH3:15][C:13]1[N:14]=[C:7]2[C:6]([CH2:5][S:17][C:18]3[NH:22][C:21]4[CH:23]=[CH:24][CH:25]=[CH:26][C:20]=4[N:19]=3)=[CH:11][CH:10]=[CH:9][N:8]2[C:12]=1[CH3:16]. Procedure: A mixture of 2.0 g (12 mmole) of 3-(acetoxymethyl)-2-pyridinamine, 1.7 g (17 mmole) of 3-chloro-2-butanone, and one crystal of potassium iodide was heated at 100° for 4.5 hours. The mixture was allowed to cool and was partitioned between aqueous potassium carbonate and dichloromethane. The organic phase was separated, washed with water, dried over magnesium sulfate, filtered, and concentrated in vacuo. The solid was triturated with diethyl ether and collected by filtration to yield 738 mg of 8-(... Reactants: C(=O)(C(F)(F)F)O (TFA), N([C@@H](CC1=CN(C=N1)S(=O)(=O)C1=CC=C(C)C=C1)C(=O)N[C@@H](CCCCNC(=O)OCC1=CC=CC=C1)C(=O)OCC1=CC=CC=C1)C(=O)OC(C)(C)C (Boc-His(Tos)-Lys(Z)-OBzl). The solvent is C(CCl)Cl (ethylene chloride). Conditions: time 30 minute. Product: N[C@@H](CC1=CN(C=N1)S(=O)(=O)C1=CC=C(C)C=C1)C(=O)N[C@@H](CCCCNC(=O)OCC1=CC=CC=C1)C(=O)OCC1=CC=CC=C1 (His(Tos)-Lys(Z)-OBzl). The yield is 81.9%. As a reaction SMILES: C(O)(C(F)(F)F)=O.[NH:8](C(OC(C)(C)C)=O)[C@H:9]([C:26]([NH:28][C@H:29]([C:45]([O:47][CH2:48][C:49]1[CH:54]=[CH:53][CH:52]=[CH:51][CH:50]=1)=[O:46])[CH2:30][CH2:31][CH2:32][CH2:33][NH:34][C:35]([O:37][CH2:38][C:39]1[CH:44]=[CH:43][CH:42]=[CH:41][CH:40]=1)=[O:36])=[O:27])[CH2:10][C:11]1[N:15]=[CH:14][N:13]([S:16]([C:19]2[CH:25]=[CH:24][C:22]([CH3:23])=[CH:21][CH:20]=2)(=[O:18])=[O:17])[CH:12]=1>C(Cl)CCl>[NH2:8][C@H:9]([C:26]([NH:28][C@H:29]([C:45]([O:47][CH2:48][C:49]1[CH:50]=[CH:51][CH:52]=[CH:53][CH:54]=1)=[O:46])[CH2:30][CH2:31][CH2:32][CH2:33][NH:34][C:35]([O:37][CH2:38][C:39]1[CH:44]=[CH:43][CH:42]=[CH:41][CH:40]=1)=[O:36])=[O:27])[CH2:10][C:11]1[N:15]=[CH:14][N:13]([S:16]([C:19]2[CH:25]=[CH:24][C:22]([CH3:23])=[CH:21][CH:20]=2)(=[O:18])=[O:17])[CH:12]=1. Procedure details: 160 ml of TFA was added to 86 g of Boc-His(Tos)-Lys(Z)-OBzl dissolved in 100 ml of ethylene chloride under cooling with ice, and the mixture was stirred at the same temperature for 30 minutes and at room temperature for an hour. The solvent and TFA were distilled off, chloroform was added to the residue, and neutralization was carried out with aqueous potassium carbonate. After the reaction mixture was washed with saturated saline, passed through silica gel and sodium sulfate anhydride columns, ... Starting materials: BrC1=NC(=C(C(=O)O)C=C1)C (6-bromo-2-methylnicotinic acid), C1(CC1)C=1C=C(C(=NC1)N1CCNCC1)C (1-(5-cyclopropyl-3-methylpyridin-2-yl)piperazine). The product is BrC1=CC=C(C(=N1)C)C(=O)N1CCN(CC1)C1=NC=C(C=C1C)C1CC1 ((6-bromo-2-methylpyridin-3-yl)[4-(5-cyclopropyl-3-methylpyridin-2-yl)piperazin-1-yl]methanone). Isolated yield 57.1%. RXN SMILES: [Br:1][C:2]1[CH:10]=[CH:9][C:5]([C:6]([OH:8])=O)=[C:4]([CH3:11])[N:3]=1.[CH:12]1([C:15]2[CH:16]=[C:17]([CH3:27])[C:18]([N:21]3[CH2:26][CH2:25][NH:24][CH2:23][CH2:22]3)=[N:19][CH:20]=2)[CH2:14][CH2:13]1>>[Br:1][C:2]1[N:3]=[C:4]([CH3:11])[C:5]([C:6]([N:24]2[CH2:25][CH2:26][N:21]([C:18]3[C:17]([CH3:27])=[CH:16][C:15]([CH:12]4[CH2:13][CH2:14]4)=[CH:20][N:19]=3)[CH2:22][CH2:23]2)=[O:8])=[CH:9][CH:10]=1. Reported procedure: Using 6-bromo-2-methylnicotinic acid (864 mg) and 1-(5-cyclopropyl-3-methylpyridin-2-yl)piperazine (913 mg) described in Preparation Example 83 and by the reaction and treatment in the same manner as in Preparation Example 111, the title compound (948 mg) was obtained. The reactants are methyl ester, N[C@@H](CC1=CC=CC=C1)C(=O)O (L-Phenylalanine), C1(CCCCC1)N=C=NC1CCCCC1 (DCC), CC=1C=C(C=C(C1)C)CC(=O)O (3,5-dimethylphenylacetic acid). Reagents/catalysts: CN(C1=CC=NC=C1)C (DMAP). The solvent is C1CCOC1 (THF). Reaction conditions: time 30 minute. The product is CC=1C=C(C=C(C1)C)CC(=O)NC(C(=O)OC)CC1=CC=CC=C1 (methyl 2-[2-(3,5-dimethylphenyl)acetamido]-3-phenyl-propanoate). Reaction SMILES: [CH:1]1(N=C=NC2CCCCC2)CCCCC1.[CH3:16][C:17]1[CH:18]=[C:19]([CH2:24][C:25]([OH:27])=O)[CH:20]=[C:21]([CH3:23])[CH:22]=1.[NH2:28][C@H:29]([C:37]([OH:39])=[O:38])[CH2:30][C:31]1[CH:36]=[CH:35][CH:34]=[CH:33][CH:32]=1>CN(C)C1C=CN=CC=1.C1COCC1>[CH3:23][C:21]1[CH:20]=[C:19]([CH2:24][C:25]([NH:28][CH:29]([CH2:30][C:31]2[CH:36]=[CH:35][CH:34]=[CH:33][CH:32]=2)[C:37]([O:39][CH3:1])=[O:38])=[O:27])[CH:18]=[C:17]([CH3:16])[CH:22]=1. Procedure details: DMAP (4-dimethylaminopyridine) (17.0 mg, 1.40 mmol) and DCC (1,3-dicyclohexylcarbodiimide)(86.2 mg, 4.19 mmol) were added to a solution of 3,5-dimethylphenylacetic acid (500 mg, 2.79 mmol) in dry THF (50 ml) were added. The mixture was stirred at rt for 30 min and then methyl ester of L-Phenylalanine (461 mg, 2.79 mmol) was added. After 48 h at rt. the crude mixture was filtered over celite and the solvent was removed under reduced pressure. The product was purified by flash chromatography (hexa...